This data is from the Open Reaction Database (ORD), a public repository of structured organic reaction records. The task is: describe an organic reaction: reactants, conditions, products, and yield The reactants are BrCC1OCCO1, CCOC(C)=O, C1CCCCC1, CC(C)[N-]C(C)C, N#CC1CC2CCC1C2, [Li+]. Product: N#CC1(CC2OCCO2)CC2CCC1C2. RXN SMILES: [Br:18][CH2:19][CH:20]1[O:21][CH2:22][CH2:23][O:24]1.[C:31]([O:32][CH2:33][CH3:34])(=[O:35])[CH3:36].[CH2:25]1[CH2:26][CH2:27][CH2:28][CH2:29][CH2:30]1.[CH:10]([N-:11][CH:12]([CH3:13])[CH3:14])([CH3:15])[CH3:16].[CH:1]12[CH:2]([C:8]#[N:9])[CH2:3][CH:4]([CH2:5][CH2:6]1)[CH2:7]2.[Li+:17]>>[CH:1]12[C:2]([C:8]#[N:9])([CH2:19][CH:20]3[O:21][CH2:22][CH2:23][O:24]3)[CH2:3][CH:4]([CH2:5][CH2:6]1)[CH2:7]2. Reactants: CC(C)(C)OC(=O)NC1CCC(CCN2CCC(c3cccc4c3OCO4)CC2)CC1, ClCCl, Cl. The product is Cl, NC1CCC(CCN2CCC(c3cccc4c3OCO4)CC2)CC1. RXN SMILES: [C:1]([O:2][C:3](=[O:4])[NH:7][CH:8]1[CH2:9][CH2:10][CH:11]([CH2:14][CH2:15][N:16]2[CH2:17][CH2:18][CH:19]([c:22]3[cH:23][cH:24][cH:25][c:26]4[c:30]3[O:29][CH2:28][O:27]4)[CH2:20][CH2:21]2)[CH2:12][CH2:13]1)([CH3:5])([CH3:6])[CH3:31].[Cl:33][CH2:34][Cl:35].[ClH:32]>>[ClH:32].[NH2:7][CH:8]1[CH2:9][CH2:10][CH:11]([CH2:14][CH2:15][N:16]2[CH2:17][CH2:18][CH:19]([c:22]3[cH:23][cH:24][cH:25][c:26]4[c:30]3[O:29][CH2:28][O:27]4)[CH2:20][CH2:21]2)[CH2:12][CH2:13]1. The reactants are ICC=1N=C(OC1C1=CC=CC=C1)C1=CC=C(C=C1)C (4-iodomethyl-5-phenyl-2-p-tolyloxazole), C(C)C(C(C)=NO)=O (1-ethyl-1,2-propanedione-2-oxime), C(C1=CC(=CC=C1)OC)=O (m-anisaldehyde). The product is ICC=1N=C(OC1CC)C1=CC(=CC=C1)OC (4-iodomethyl-5-ethyl-2-(3-methoxyphenyl)oxazole). RXN SMILES: [I:1][CH2:2][C:3]1[N:4]=[C:5]([C:14]2[CH:19]=[CH:18][C:17](C)=[CH:16][CH:15]=2)[O:6][C:7]=1[C:8]1C=CC=C[CH:9]=1.C([C:23](=[O:28])C(=NO)C)C.C(=O)C1C=CC=C(OC)C=1>>[I:1][CH2:2][C:3]1[N:4]=[C:5]([C:14]2[CH:19]=[CH:18][CH:17]=[C:16]([O:28][CH3:23])[CH:15]=2)[O:6][C:7]=1[CH2:8][CH3:9]. Procedure details: Analogously to the building block synthesis of 4-iodomethyl-5-phenyl-2-p-tolyloxazole, 1-ethyl-1,2-propanedione-2-oxime and m-anisaldehyde gave 4-iodomethyl-5-ethyl-2-(3-methoxyphenyl)oxazole. The reactants are C1CCOC1, Cc1nc(-c2ccc(N)cc2)no1, C[Si](C)(C)C#N, COc1cc(C=O)c(F)c2c1OCCC2. As a reaction SMILES: [CH2:35]1[O:36][CH2:37][CH2:38][CH2:39]1.[CH3:1][c:2]1[n:3][c:4](-[c:7]2[cH:8][cH:9][c:10]([NH2:13])[cH:11][cH:12]2)[n:5][o:6]1.[CH3:29][Si:30]([CH3:31])([CH3:32])[C:33]#[N:34].[F:14][c:15]1[c:16]2[c:21]([c:22]([O:27][CH3:28])[cH:23][c:24]1[CH:25]=[O:26])[O:20][CH2:19][CH2:18][CH2:17]2>>[CH3:1][c:2]1[n:3][c:4](-[c:7]2[cH:8][cH:9][c:10]([NH:13][CH:25]([c:24]3[c:15]([F:14])[c:16]4[c:21]([c:22]([O:27][CH3:28])[cH:23]3)[O:20][CH2:19][CH2:18][CH2:17]4)[C:33]#[N:34])[cH:11][cH:12]2)[n:5][o:6]1. Yields the product COc1cc(C(C#N)Nc2ccc(-c3noc(C)n3)cc2)c(F)c2c1OCCC2. Starting materials: C(C(C)C)N1N=C(C=C(C1=O)COS(=O)(=O)C)C1=CC=C(C=C1)C (2-isobutyl-4-methanesulfonyloxymethyl-6-(4-methylphenyl)-2H-pyridazin-3-one), NC(CO)CO (2-amino-1,3-propanediol). Product: OCC(CO)NCC=1C(N(N=C(C1)C1=CC=C(C=C1)C)CC(C)C)=O (4-(1,3-dihydroxypropan-2-yl)aminomethyl-2-isobutyl-6-(4-methylphenyl)-2H-pyridazin-3-one). Yield: 83.7%. RXN SMILES: [CH2:1]([N:5]1[C:10](=[O:11])[C:9]([CH2:12]OS(C)(=O)=O)=[CH:8][C:7]([C:18]2[CH:23]=[CH:22][C:21]([CH3:24])=[CH:20][CH:19]=2)=[N:6]1)[CH:2]([CH3:4])[CH3:3].[NH2:25][CH:26]([CH2:29][OH:30])[CH2:27][OH:28]>>[OH:28][CH2:27][CH:26]([NH:25][CH2:12][C:9]1[C:10](=[O:11])[N:5]([CH2:1][CH:2]([CH3:4])[CH3:3])[N:6]=[C:7]([C:18]2[CH:23]=[CH:22][C:21]([CH3:24])=[CH:20][CH:19]=2)[CH:8]=1)[CH2:29][OH:30]. Procedure: Following the procedure of Example 1(10), 2-isobutyl-4-methanesulfonyloxymethyl-6-(4-methylphenyl)-2H-pyridazin-3-one and 2-amino-1,3-propanediol were reacted to yield the title compound as colorless needles (yield: 83.7%). The reactants are ClC(C(=O)C=1NC=CC1)(Cl)Cl (2-(trichloroacetyl)pyrrole), CCCCCC.CCOCC (hexane ether), II (iodine), ClC(C(=O)C=1NC=CC1)(Cl)Cl (2-(trichloroacetyl)pyrrole). Reagents/catalysts: FC(C(=O)[O-])(F)F.[Ag+] (silver trifluoroacetate). The solvent is C(Cl)(Cl)Cl (chloroform). Reaction conditions: temperature 0 celsius, time 2 hour. The product is IC=1C=C(NC1)C(C(Cl)(Cl)Cl)=O (4-Iodo-2-(trichloroacetyl)pyrrole). The yield is 82.0%. As a reaction SMILES: [Cl:1][C:2]([Cl:11])([Cl:10])[C:3]([C:5]1[NH:6][CH:7]=[CH:8][CH:9]=1)=[O:4].[I:12]I.CCCCCC.CCOCC>C(Cl)(Cl)Cl.FC(F)(F)C([O-])=O.[Ag+]>[I:12][C:8]1[CH:9]=[C:5]([C:3](=[O:4])[C:2]([Cl:1])([Cl:10])[Cl:11])[NH:6][CH:7]=1 |f:2.3,5.6|. Procedure details: The title compound was prepared from 2-(trichloroacetyl)pyrrole according to the method of Bélanger, Tetrahedron Lett., 1979, 2505. Thus, iodine (12.0 g, 47.2 mmol) was added portionwise (approximately 1 g per portion) over 0.17 h to a magnetically stirred mixture of silver trifluoroacetate (11.0 g, 49.8 mmol) and 2-(trichloroacetyl)pyrrole (10.0 g, 47.1 mmol) in dry chloroform (70 ml) maintained at 0° C. (ice-bath). After addition was complete the reaction mixture was allowed to warm to 18° C. ... The reactants are C[Si](C)(C)Cl, COC(=O)C1CC(=O)CC1C, CC#N, [I-], [Na+], O. Yields the product CC1CC(=O)CC1C(=O)O. Reaction SMILES: [CH3:14][Si:15]([CH3:16])([CH3:17])[Cl:18].[CH3:1][CH:2]1[CH:3]([C:8](=[O:9])[O:10][CH3:11])[CH2:4][C:5](=[O:7])[CH2:6]1.[CH3:20][C:21]#[N:22].[I-:13].[Na+:12].[OH2:19]>>[CH3:1][CH:2]1[CH:3]([C:8](=[O:9])[OH:10])[CH2:4][C:5](=[O:7])[CH2:6]1.